describe an organic reaction: reactants, conditions, products, and yield From a dataset of the Open Reaction Database (ORD), a public repository of structured organic reaction records. Starting materials: COCCCCCCCCCCCC(=O)Cl (12-methoxy-1-dodecanoyl chloride), C(CCCCCCCCC)OCCC(=O)Cl (3-Decyloxypropanoyl chloride), FC(C(=O)O)(F)F.C(C)OC([C@H](N)C)=O (D-alanine ethyl ester trifluoroacetate), C(C1=CC=CC=C1)N (benzylamine), C(CCCCCCCCC)OCCC(=O)Cl (3-decyloxypropanoyl chloride), COCCCCCCCCCCCC(=O)Cl (12-Methoxy-1-dodecanoyl Chloride). The product is C(CCCCCCCCC)OCCC(=O)N[C@H](C)C(=O)OCC (N-[3-(decyloxy)propanoyl]-D-alanine, ethyl ester). Reaction SMILES: FC(F)(F)C(O)=O.[CH2:8]([O:10][C:11](=[O:15])[C@@H:12]([CH3:14])[NH2:13])[CH3:9].C(N)C1C=CC=CC=1.[CH2:24]([O:34][CH2:35][CH2:36][C:37](Cl)=[O:38])[CH2:25][CH2:26][CH2:27][CH2:28][CH2:29][CH2:30][CH2:31][CH2:32][CH3:33].COCCCCCCCCCCCC(Cl)=O>>[CH2:24]([O:34][CH2:35][CH2:36][C:37]([NH:13][C@@H:12]([C:11]([O:10][CH2:8][CH3:9])=[O:15])[CH3:14])=[O:38])[CH2:25][CH2:26][CH2:27][CH2:28][CH2:29][CH2:30][CH2:31][CH2:32][CH3:33] |f:0.1|. Reported procedure: The title compound is prepared by the method of Example 14 using an equivalent amount of D-alanine ethyl ester trifluoroacetate [the title product of Example 33] as a reactant insted of benzylamine, and using 3-decyloxypropanoyl chloride [the title product of Example 98] as a reactant instead of 12-methoxy-1-dodecanoyl chloride [the title product of Example 11]. Starting materials: C(C)(C)(C)OC(=O)N1CCC(CC1)NC(=O)N1C(=N[C@@]([C@@]1(C)C1=CC=C(C=C1)Cl)(C)C1=CC=C(C=C1)Cl)C=1C=NC(=CC1OCC)C(C)(C)C (4-{[(4S,5R)-2-(6-tert-Butyl-4-ethoxy-pyridin-3-yl)-4,5-bis-(4-chloro-phenyl)-4,5-dimethyl-4,5-dihydro-imidazole-1-carbonyl]-amino}-piperidine-1-carboxylic acid tert-butyl ester), C([O-])([O-])=O.[K+].[K+] (potassium carbonate), ICC(=O)N (iodoacetamide). Run in C(C)(=O)OCC (ethyl acetate), CN(C=O)C (N,N-dimethylformamide). Reaction conditions: time 8 hour. The product is C(N)(=O)CN1CCC(CC1)NC(=O)N1C(=N[C@@]([C@@]1(C)C1=CC=C(C=C1)Cl)(C)C1=CC=C(C=C1)Cl)C=1C=NC(=CC1OCC)C(C)(C)C ((4S,5R)-2-(6-tert-Butyl-4-ethoxy-pyridin-3-yl)-4,5-bis-(4-chloro-phenyl)-4,5-dimethyl-4,5-dihydro-imidazole-1-carboxylic acid (1-carbamoylmethyl-piperidin-4-yl)-amide). The yield is 73.6%. RXN SMILES: C(OC([N:8]1[CH2:13][CH2:12][CH:11]([NH:14][C:15]([N:17]2[C@@:21]([C:23]3[CH:28]=[CH:27][C:26]([Cl:29])=[CH:25][CH:24]=3)([CH3:22])[C@@:20]([C:31]3[CH:36]=[CH:35][C:34]([Cl:37])=[CH:33][CH:32]=3)([CH3:30])[N:19]=[C:18]2[C:38]2[CH:39]=[N:40][C:41]([C:47]([CH3:50])([CH3:49])[CH3:48])=[CH:42][C:43]=2[O:44][CH2:45][CH3:46])=[O:16])[CH2:10][CH2:9]1)=O)(C)(C)C.C(=O)([O-])[O-].[K+].[K+].I[CH2:58][C:59]([NH2:61])=[O:60]>CN(C)C=O.C(OCC)(=O)C>[C:59]([CH2:58][N:8]1[CH2:13][CH2:12][CH:11]([NH:14][C:15]([N:17]2[C@@:21]([C:23]3[CH:28]=[CH:27][C:26]([Cl:29])=[CH:25][CH:24]=3)([CH3:22])[C@@:20]([C:31]3[CH:36]=[CH:35][C:34]([Cl:37])=[CH:33][CH:32]=3)([CH3:30])[N:19]=[C:18]2[C:38]2[CH:39]=[N:40][C:41]([C:47]([CH3:50])([CH3:49])[CH3:48])=[CH:42][C:43]=2[O:44][CH2:45][CH3:46])=[O:16])[CH2:10][CH2:9]1)(=[O:60])[NH2:61] |f:1.2.3|. Procedure details: To a mixture of (4S,5R)-2-(6-tert-butyl-4-ethoxy-pyridin-3-yl)-4,5-bis-(4-chloro-phenyl)-4,5-dimethyl-4,5-dihydro-imidazole-1-carboxylic acid piperidin-4-yl amide (50.0 mg, 0.081 mmole, example 205) and potassium carbonate (22.4 mg, 0.162 mmole) in N,N-dimethylformamide (4 mL) was added iodoacetamide (29.8 mg, 0.162 mmole, Aldrich). The mixture was stirred at room temperature overnight and diluted with ethyl acetate, washed with water, brine and concentrated. The crude product was purified by fl... Reactants: CN(C)C=O (DMF), N1=C(C=C(C=C1)C)C (2,4-Lutidine), C(C)NCC (diethylamine), [Li]CCCC (nBuLi). Run in C1CCOC1 (THF). Reaction conditions: temperature -60 celsius, time 0.5 hour. Yields the product CN(C=CC1=CC(=NC=C1)C)C (dimethyl-[2-(2-methyl-pyridin-4-yl)-vinyl]-amine). The yield is 91.2%. As a reaction SMILES: [N:1]1[CH:6]=[CH:5][C:4]([CH3:7])=[CH:3][C:2]=1[CH3:8].[Li]CCCC.C(NCC)C.[CH3:19][N:20]([CH:22]=O)[CH3:21]>C1COCC1>[CH3:19][N:20]([CH3:22])[CH:21]=[CH:7][C:4]1[CH:5]=[CH:6][N:1]=[C:2]([CH3:8])[CH:3]=1. Procedure: 11.05 g 2,4-Lutidine (0.1 mol) were dissolved in 50 ml THF. The solution was cooled and stirred, maintaining the temperature at between −70 to −50° C. 81.25 ml nBuLi (0.13 mol) was added over 0.25 hour. The dark red solution was stirred for a further 0.5 hour, then 15.14 ml diethylamine (0.145 mol) was added in one portion producing an orange suspension. After a 0.5 hour, 15.5 ml DMF (0.2 mol) was added. The brown-red solution was stirred for 1 hour then quenched with 50 ml 50% saturated aqueous... Reactants: OC1=C(C=C(C=O)C=C1)OC(F)(F)F (4-hydroxy-3-(trifluoromethoxy)benzaldehyde), CC(=O)C (acetone), O (water). Solvent: C(C)(=O)O (acetic acid), Cl (HCl). Run at temperature 27.5 celsius, time 36 hour. Yields the product OC1=C(C=C(C=C1)\C=C\C(\C=C\C1=CC(=C(C=C1)O)OC(F)(F)F)=O)OC(F)(F)F ((1E,4E)-1,5-Bis(4-hydroxy-3-(trifluoromethoxy)phenyl)penta-1,4-dien-3-one). Yield: 50.0%. RXN SMILES: [OH:1][C:2]1[CH:9]=[CH:8][C:5]([CH:6]=O)=[CH:4][C:3]=1[O:10][C:11]([F:14])([F:13])[F:12].[CH3:15][C:16]([CH3:18])=[O:17].[OH2:19]>C(O)(=O)C.Cl>[OH:1][C:2]1[CH:9]=[CH:8][C:5](/[CH:6]=[CH:9]/[C:2](=[O:1])/[CH:3]=[CH:4]/[C:5]2[CH:8]=[CH:18][C:16]([OH:17])=[C:15]([O:19][C:11]([F:12])([F:13])[F:14])[CH:6]=2)=[CH:4][C:3]=1[O:10][C:11]([F:14])([F:13])[F:12]. Reported procedure: A mixture of 4-hydroxy-3-(trifluoromethoxy)benzaldehyde (600 mg, 2.9 mmol) in acetone (107 μL, 1.5 mmol) was dissolved in glacial acetic acid (8 mL), saturated with anhydrous HCl and heated to 25-30° C. for 2 h. The red solution was stirred for 36 h and treated with cold water. The red suspension turned dark green. The resulting precipitate was filtered, washed with water and dried in vacuo to afford NW317 as a yellow-green solid (314 mg, 50%). mp: 103-105° C. 1H NMR (300 MHz, CD3OD) δ (ppm): 7....